From a dataset of the Open Reaction Database (ORD), a public repository of structured organic reaction records. describe an organic reaction: reactants, conditions, products, and yield The reactants are ice, C([O-])(O)=O.[Na+] (sodium bicarbonate), B(Br)(Br)Br (boron tribromide), Cl (HCl), C(C)OCC (diethyl ether), COC=1C=C2C=CC(=C(C2=CC1)C(=O)C1=CC=C(C=C1)OCCN1CCCCC1)C1=C(C=C(C=C1F)F)F ([6-methoxy-2-(2,4,6-trifluoro-phenyl)-naphthalen-1-yl]-[4-(2-piperidin-1-yl-ethoxy)-phenyl]-methanone). Solvent: CO (methanol), ClCCl (dichloromethane). Conditions: temperature 0 celsius, time 60 minute. The product is OC=1C=C2C=CC(=C(C2=CC1)C(=O)C1=CC=C(C=C1)OCCN1CCCCC1)C1=C(C=C(C=C1F)F)F ([6-Hydroxy-2-(2,4,6-trifluoro-phenyl)-naphthalen-1-yl]-[4-(2-piperidin-1-yl-ethoxy)-phenyl]-methanone). Yield: 86.2%. As a reaction SMILES: C[O:2][C:3]1[CH:4]=[C:5]2[C:10](=[CH:11][CH:12]=1)[C:9]([C:13]([C:15]1[CH:20]=[CH:19][C:18]([O:21][CH2:22][CH2:23][N:24]3[CH2:29][CH2:28][CH2:27][CH2:26][CH2:25]3)=[CH:17][CH:16]=1)=[O:14])=[C:8]([C:30]1[C:35]([F:36])=[CH:34][C:33]([F:37])=[CH:32][C:31]=1[F:38])[CH:7]=[CH:6]2.Cl.C(OCC)C.B(Br)(Br)Br.C(=O)(O)[O-].[Na+]>ClCCl.CO>[OH:2][C:3]1[CH:4]=[C:5]2[C:10](=[CH:11][CH:12]=1)[C:9]([C:13]([C:15]1[CH:20]=[CH:19][C:18]([O:21][CH2:22][CH2:23][N:24]3[CH2:25][CH2:26][CH2:27][CH2:28][CH2:29]3)=[CH:17][CH:16]=1)=[O:14])=[C:8]([C:30]1[C:35]([F:36])=[CH:34][C:33]([F:37])=[CH:32][C:31]=1[F:38])[CH:7]=[CH:6]2 |f:4.5|. Procedure details: Alternatively, dissolve [6-methoxy-2-(2,4,6-trifluoro-phenyl)-naphthalen-1-yl]-[4-(2-piperidin-1-yl-ethoxy)-phenyl]-methanone (1.90 g, 3.67 mmol) in dichloromethane (10 ml). Add 2 M HCl in diethyl ether (4.0 mL, 80 mmol). Concentrate the slurry and dry in vacuo. Dilute the residue in dichloromethane (30 ml) and blanket with nitrogen. Cool the solution to 0° C. with an external ice bath. Add boron tribromide (1 mL, 11 mmol). After 60 minutes, pour the reaction mixture into a mixture of ice (20 g)...